From a dataset of the Open Reaction Database (ORD), a public repository of structured organic reaction records. describe an organic reaction: reactants, conditions, products, and yield Starting materials: C(#N)[BH3-].[Na+] (sodium cyanoborohydride), NC=1C(=C(C(=O)OC)C=C(C1)Br)C (methyl 3-amino-5-bromo-2-methylbenzoate), CN1CCC(CC1)=O (1-methylpiperidin-4-one), C(C)(=O)O (acetic acid). Solvent: CO (methanol). Run at time 3 hour. Yields the product BrC=1C=C(C(=C(C(=O)OC)C1)C)NC1CCN(CC1)C (methyl 5-bromo-2-methyl-3((1-methylpiperidin-4-yl)amino)benzoate). Yield: 32.0%. RXN SMILES: [NH2:1][C:2]1[C:3]([CH3:13])=[C:4]([CH:9]=[C:10]([Br:12])[CH:11]=1)[C:5]([O:7][CH3:8])=[O:6].[CH3:14][N:15]1[CH2:20][CH2:19][C:18](=O)[CH2:17][CH2:16]1.C(O)(=O)C.C([BH3-])#N.[Na+]>CO>[Br:12][C:10]1[CH:11]=[C:2]([NH:1][CH:18]2[CH2:19][CH2:20][N:15]([CH3:14])[CH2:16][CH2:17]2)[C:3]([CH3:13])=[C:4]([CH:9]=1)[C:5]([O:7][CH3:8])=[O:6] |f:3.4|. Reported procedure: To a stirred solution of methyl 3-amino-5-bromo-2-methylbenzoate (2 g, 8.23 mmol) and 1-methylpiperidin-4-one (1.86 g, 16.46 mmol) in methanol (20 mL), acetic acid (0.5 g, 8.23 mmol) was added and reaction stirred at room temperature for 3 h. Then sodium cyanoborohydride (0.622 g, 9.87 mmol) was added and reaction stirred overnight. On completion, solvent was removed under reduced pressure and crude material was purified by column chromatography to afford the desired compound (0.9 g, 33%). The reactants are ClC1=CC=CC=2C3=C(N(C12)CC(C)(O)C1=CC=NC=C1)CCN(C3)C (1-(6-Chloro-2-methyl-3,4-dihydro-1H-pyrido[4,3-b]indol-5(2H)-yl)-2-(pyridin-4-yl)propan-2-ol), [OH-].[K+] (KOH). The solvent is O=S(Cl)Cl (SOCl2), O (water). Run at temperature 100 celsius. Yields the product ClC1=CC=CC=2C3=C(N(C12)\C=C(/C)\C1=CC=NC=C1)CCN(C3)C ((E)-6-chloro-2-methyl-5-(2-(pyridin-4-yl)prop-1-enyl)-2,3,4,5-tetrahydro-1H-pyrido[4,3-b]indole). RXN SMILES: [Cl:1][C:2]1[C:10]2[N:9]([CH2:11][C:12]([C:15]3[CH:20]=[CH:19][N:18]=[CH:17][CH:16]=3)(O)[CH3:13])[C:8]3[CH2:21][CH2:22][N:23]([CH3:25])[CH2:24][C:7]=3[C:6]=2[CH:5]=[CH:4][CH:3]=1.[OH-].[K+]>O=S(Cl)Cl.O>[Cl:1][C:2]1[C:10]2[N:9](/[CH:11]=[C:12](/[C:15]3[CH:20]=[CH:19][N:18]=[CH:17][CH:16]=3)\[CH3:13])[C:8]3[CH2:21][CH2:22][N:23]([CH3:25])[CH2:24][C:7]=3[C:6]=2[CH:5]=[CH:4][CH:3]=1 |f:1.2|. Procedure details: 1-(6-Chloro-2-methyl-3,4-dihydro-1H-pyrido[4,3-b]indol-5(2H)-yl)-2-(pyridin-4-yl)propan-2-ol (650 mg, 1.8 mmol) in SOCl2 (6.5 mL) was stirred at RT for 2 h. The progress of reaction was monitored by TLC and 1H NMR. The reaction mixture was concentrated under reduced pressure. The residue was dissolved in N-methyl-2-pyrrolidone (3 mL), KOH (737 mg, 13.1 mmol) was added and the reaction mixture was heated at 100° C. for 2 h. After it was cooled to RT, the reaction mixture was diluted with water an... The reactants are [H][H] (hydrogen), benzyl, C(CCCCCCCCC)OC1=CC=C(C=C1)OC(=O)C1CC2=CC=C(C=C2CC1)OCC1=CC=CC=C1 (2-(4-decyloxyphenyloxycarbonyl)-1,2,3,4-tetrahydro-6-benzyloxynaphthalene). Reagents/catalysts: [Pd] (palladium/carbon). The solvent is O1CCCC1 (tetrahydrofuran). The product is C(CCCCCCCCC)OC1=CC=C(C=C1)OC(=O)C1CC2=CC=C(C=C2CC1)O (2-(4-decyloxyphenyloxycarbonyl)-1,2,3,4-tetrahydro-6-hydroxynaphthalene). Yield: 97.7%. RXN SMILES: [CH2:1]([O:11][C:12]1[CH:17]=[CH:16][C:15]([O:18][C:19]([CH:21]2[CH2:30][CH2:29][C:28]3[C:23](=[CH:24][CH:25]=[C:26]([O:31]CC4C=CC=CC=4)[CH:27]=3)[CH2:22]2)=[O:20])=[CH:14][CH:13]=1)[CH2:2][CH2:3][CH2:4][CH2:5][CH2:6][CH2:7][CH2:8][CH2:9][CH3:10].[H][H]>[Pd].O1CCCC1>[CH2:1]([O:11][C:12]1[CH:17]=[CH:16][C:15]([O:18][C:19]([CH:21]2[CH2:30][CH2:29][C:28]3[C:23](=[CH:24][CH:25]=[C:26]([OH:31])[CH:27]=3)[CH2:22]2)=[O:20])=[CH:14][CH:13]=1)[CH2:2][CH2:3][CH2:4][CH2:5][CH2:6][CH2:7][CH2:8][CH2:9][CH3:10]. Procedure details: Then, 0.04 g of 5% palladium/carbon and 10 ml of a tetrahydrofuran solution containing 0.36 g of 2-(4-decyloxyphenyloxycarbonyl)-1,2,3,4-tetrahydro-6-benzyloxynaphthalene were stirred overnight at room temperature in a stream of hydrogen to decompose a benzyl protective group by hydrogenation. 5% palladium/carbon was removed using Celite as a filter aid, and the filtrate was concentrated. The concentrate obtained was purified by column chromatography to obtain 0.29 g of 2-(4-decyloxyphenyloxycar... Reaction SMILES: [Cl:1][C:2]1[CH:13]=[C:12]([C:14]([F:17])([F:16])[F:15])[CH:11]=[C:10]([Cl:18])[C:3]=1[CH2:4][CH:5]([C:8]#[N:9])[C:6]#[N:7].[H-].[Na+].Br[CH2:22][CH2:23][C:24]([F:27])([F:26])[F:25]>CN(C)C=O>[Cl:1][C:2]1[CH:13]=[C:12]([C:14]([F:15])([F:16])[F:17])[CH:11]=[C:10]([Cl:18])[C:3]=1[CH2:4][C:5]([CH2:22][CH2:23][C:24]([F:27])([F:26])[F:25])([C:6]#[N:7])[C:8]#[N:9] |f:1.2|. The reactants are ClC1=C(CC(C#N)C#N)C(=CC(=C1)C(F)(F)F)Cl ((2,6-dichloro-4-(trifluoromethyl)benzyl)malononitrile), compound ( 7 ), [H-].[Na+] (sodium hydride), BrCCC(F)(F)F (1-bromo-3,3,3-trifluoropropane). The yield is 52.7%. The solvent is CN(C=O)C (N,N-dimethylformamide). Procedure details: Using 0.30 g of (2,6-dichloro-4-(trifluoromethyl)benzyl)malononitrile, 5 ml of N,N-dimethylformamide, 0.05 g of sodium hydride (60% in oil), and 0.20 g of 1-bromo-3,3,3-trifluoropropane, and according to the process described in the Production Example 1, there was obtained 0.21 g of 2-(2,6-dichloro-4-(trifluoromethyl)benzyl)-2-(3,3,3-trifluoropropyl)malononitrile (the present compound (7)). Product: ClC1=C(CC(C#N)(C#N)CCC(F)(F)F)C(=CC(=C1)C(F)(F)F)Cl (2-(2,6-dichloro-4-(trifluoromethyl)benzyl)-2-(3,3,3-trifluoropropyl)malononitrile). Starting materials: C1(=CC=CC=C1)C1=NN=C2N1N=C(C(=C2)C2=CC=CC=C2)OCC2=CN=NN2COCC[Si](C)(C)C (3,7-Diphenyl-6-[1-[2-(trimethylsilanyl)ethoxy]methyl-1 H-1,2,3-triazol-5-yl]methoxy-1,2,4-triazolo[4,3-b]pyridazine), C(=O)([O-])[O-].[Na+].[Na+] (Na2CO3). Solvent: C(C)O (ethanol), Cl (HCl). Reaction conditions: temperature 60 celsius, time 5.5 hour. Product: C1(=CC=CC=C1)C1=NN=C2N1N=C(C(=C2)C2=CC=CC=C2)OCC2=NNN=C2 (3,7-Diphenyl-6-(2 H-1,2,3-triazol-4-ylmethoxy)-1,2,4-triazolo[4,3-b]pyridazine). Yield: 39.2%. Reaction SMILES: [C:1]1([C:7]2[N:11]3[N:12]=[C:13]([O:22][CH2:23][C:24]4[N:28](COCC[Si](C)(C)C)[N:27]=[N:26][CH:25]=4)[C:14]([C:16]4[CH:21]=[CH:20][CH:19]=[CH:18][CH:17]=4)=[CH:15][C:10]3=[N:9][N:8]=2)[CH:6]=[CH:5][CH:4]=[CH:3][CH:2]=1.C([O-])([O-])=O.[Na+].[Na+]>C(O)C.Cl>[C:1]1([C:7]2[N:11]3[N:12]=[C:13]([O:22][CH2:23][C:24]4[CH:25]=[N:26][NH:27][N:28]=4)[C:14]([C:16]4[CH:21]=[CH:20][CH:19]=[CH:18][CH:17]=4)=[CH:15][C:10]3=[N:9][N:8]=2)[CH:6]=[CH:5][CH:4]=[CH:3][CH:2]=1 |f:1.2.3|. Procedure: A mixture of the product from Step c (0.7025 g, 1.41 mmol) in ethanol (12 ml) and 2 M aqueous HCl (25 ml) was stirred at 60° C. for 5.5 h. The mixture was then neutralised by adding dropwise saturated aqueous Na2CO3. The resulting precipitate was collected by filtration, washed with water, then hexane, and dried under vacuum at 60° C. This was purified by recrystallisation (MeOH—CH2Cl2), then flash chromatography (silica gel, 3-5% MeOH/CH2Cl2) to afford 0.2044 g (39%) of the title compound as a ... Reactants: ClCCCC#CC1=NC=CC=C1 (2-(5-chloropent-1-ynyl)pyridine), CN1C(NC2=C1C=CC=C2)=O (1-methyl-1H-benzo[d]imidazol-2(3H)-one), C(=O)([O-])[O-].[K+].[K+] (K2CO3). The solvent is CN(C)C=O (DMF). Conditions: temperature 50 celsius. Yields the product CN1C(N(C2=C1C=CC=C2)CCCC#CC2=NC=CC=C2)=O (1-methyl-3-(5-(pyridin-2-yl)pent-4-ynyl)-1H-benzo[d]imidazol-2(3H)-one). The yield is 45.8%. RXN SMILES: Cl[CH2:2][CH2:3][CH2:4][C:5]#[C:6][C:7]1[CH:12]=[CH:11][CH:10]=[CH:9][N:8]=1.[CH3:13][N:14]1[C:18]2[CH:19]=[CH:20][CH:21]=[CH:22][C:17]=2[NH:16][C:15]1=[O:23].C([O-])([O-])=O.[K+].[K+]>CN(C=O)C>[CH3:13][N:14]1[C:18]2[CH:19]=[CH:20][CH:21]=[CH:22][C:17]=2[N:16]([CH2:2][CH2:3][CH2:4][C:5]#[C:6][C:7]2[CH:12]=[CH:11][CH:10]=[CH:9][N:8]=2)[C:15]1=[O:23] |f:2.3.4|. Procedure details: 2-(5-chloropent-1-ynyl)pyridine (59 mg, 0.33 mmol), 1-methyl-1H-benzo[d]imidazol-2(3H)-one (44 mg, 0.3 mmol) and K2CO3 (70 mg, 0.51 mmol) were poured into DMF (0.45 mL) and the resulting mixture was heated at 50° C. overnight. The mixture was purified over silicagel chromatography (prepacked 25 g silicagel column, DCM 100% as eluent) to afford 40 mg of 1-methyl-3-(5-(pyridin-2-yl)pent-4-ynyl)-1H-benzo[d]imidazol-2(3H)-one as a yellow oil (Yield: 43%). Reactants: C(C)(=O)[O-].[Na+] (Sodium acetate), CN1C(N(C(CC1=O)=S)CC(C)C)=O (3-methyl-1-(2-methylpropyl)-6-thioxo-pyrimidine-2,4(1H,3H)-dione). Solvent: O (water). Conditions: time 5 hour. Product: CN1C(N(C2=C(C1=O)C=CS2)CC(C)C)=O (3-Methyl-1-(2-methylpropyl)thieno[2,3-d]pyrimidin-2,4(1H,3H)-dione). Isolated yield 94.7%. Reaction SMILES: [C:1]([O-])(=O)[CH3:2].[Na+].[CH3:6][N:7]1[C:12](=[O:13])[CH2:11][C:10](=[S:14])[N:9]([CH2:15][CH:16]([CH3:18])[CH3:17])[C:8]1=[O:19]>O>[CH3:6][N:7]1[C:12](=[O:13])[C:11]2[CH:1]=[CH:2][S:14][C:10]=2[N:9]([CH2:15][CH:16]([CH3:17])[CH3:18])[C:8]1=[O:19] |f:0.1|. Reported procedure: Sodium acetate (38.9 g) was added to a stirred suspension of 3-methyl-1-(2-methylpropyl)-6-thioxo-pyrimidine-2,4(1H,3H)-dione (25.42 g) in water (11). After 5 hours, the mixture was filtered. Aqueous chloroacetaldehyde solution (50wt. %, 142 ml) was added to the filtrate and the mixture was stirred for 16 hours. The mixture was acidified with concentrated hydrochloric acid and extracted with ethyl acetate (3×500 ml). The combined organic extracts were washed with saturated sodium hydrogen carbon... The reactants are solution, Cl (hydrogen chloride), Cl.C(C)N1C=CN2N=C(C=C21)C2=CC(=CC=C2)C(F)(F)F (1-Ethyl-6-(3-trifluoromethylphenyl)-1H-imidazo[1,2-b]-pyrazole hydrochloride). Run in O1CCOCC1 (dioxane). Product: Cl.N=1C=CN2NC=CC21 (imidazo[1,2-b]pyrazole hydrochloride). RXN SMILES: [ClH:1].C([N:4]1[C:11]2[N:7]([N:8]=[C:9](C3C=CC=C(C(F)(F)F)C=3)[CH:10]=2)[CH:6]=[CH:5]1)C.Cl>O1CCOCC1>[ClH:1].[N:4]1[CH:5]=[CH:6][N:7]2[C:11]=1[CH:10]=[CH:9][NH:8]2 |f:0.1,4.5|. Reported procedure: 800 mg of 6-(3-trifluoromethylphenyl)-1H-imidazo-[1,2-b]pyrazole and 5 ml of dimethylformamide were slowly added dropwise at room temperature, whilst stirring, to 76 mg of a 55% w/w suspension of sodium hydride in mineral oil, which was itself suspended in 10 ml of dimethylformamide, and the resulting mixture was stirred for 30 minutes at room temperature. 497 mg of ethyl bromide were then added dropwise, whilst cooling with ice water, and the resulting mixture was stirred at room temperature fo... The reactants are C(C)(=O)OC=1N=C(C=2CCN(C(C2C1OC)=O)CC1=CC=C(C=C1)OC)C(=O)N(C)C (1-[(dimethylamino)carbonyl]-4-methoxy-6-(4-methoxybenzyl)-5-oxo-5,6,7,8-tetrahydro-2,6-naphthyridin-3-yl acetate), C[O-].[Na+] (NaOMe). Run in CO (MeOH), CO (MeOH). Product: OC=1N=C(C=2CCN(C(C2C1OC)=O)CC1=CC=C(C=C1)OC)C(=O)N(C)C (3-hydroxy-4-methoxy-6-(4-methoxybenzyl)-N,N-dimethyl-5-oxo-5,6,7,8-tetrahydro-2,6-naphthyridine-1-carboxamide). Reaction SMILES: C([O:4][C:5]1[N:6]=[C:7]([C:27]([N:29]([CH3:31])[CH3:30])=[O:28])[C:8]2[CH2:9][CH2:10][N:11]([CH2:18][C:19]3[CH:24]=[CH:23][C:22]([O:25][CH3:26])=[CH:21][CH:20]=3)[C:12](=[O:17])[C:13]=2[C:14]=1[O:15][CH3:16])(=O)C.C[O-].[Na+]>CO>[OH:4][C:5]1[N:6]=[C:7]([C:27]([N:29]([CH3:31])[CH3:30])=[O:28])[C:8]2[CH2:9][CH2:10][N:11]([CH2:18][C:19]3[CH:24]=[CH:23][C:22]([O:25][CH3:26])=[CH:21][CH:20]=3)[C:12](=[O:17])[C:13]=2[C:14]=1[O:15][CH3:16] |f:1.2|. Procedure details: 1-[(dimethylamino)carbonyl]-4-methoxy-6-(4-methoxybenzyl)-5-oxo-5,6,7,8-tetrahydro-2,6-naphthyridin-3-yl acetate (7.55 g) was dissolved in 50 mL MeOH and treated with 6.65 mL of a 30% by weight solution of NaOMe in MeOH at room temperature for 30 minutes. The reaction was concentrated and the remaining solid partitioned between 10% KHSO4 and chloroform. The organic layer was washed with brine, dried over Na2SO4, and then concentrated to pure product by HPLC/MS and NMR. Reactants: BrCC(/C(/C(=O)OCC)=N/OC1CCCCCCC1)=O (Ethyl 4-bromo-(Z)-2-(cyclooctyloxyimino)-3-oxobutyrate), NC(=S)N (thiourea). Product: NC=1SC=C(N1)/C(/C(=O)OCC)=N/OC1CCCCCCC1 (Ethyl 2-(2-aminothiazol-4-yl)-(Z)-2-(cyclooctyloxyimino)acetate). Isolated yield 72.0%. RXN SMILES: Br[CH2:2][C:3](=O)/[C:4](=[N:10]/[O:11][CH:12]1[CH2:19][CH2:18][CH2:17][CH2:16][CH2:15][CH2:14][CH2:13]1)/[C:5]([O:7][CH2:8][CH3:9])=[O:6].[NH2:21][C:22]([NH2:24])=[S:23]>>[NH2:24][C:22]1[S:23][CH:2]=[C:3](/[C:4](=[N:10]/[O:11][CH:12]2[CH2:19][CH2:18][CH2:17][CH2:16][CH2:15][CH2:14][CH2:13]2)/[C:5]([O:7][CH2:8][CH3:9])=[O:6])[N:21]=1. Procedure details: Ethyl 4-bromo-(Z)-2-(cyclooctyloxyimino)-3-oxobutyrate (2.8 g) was treated with thiourea as described in Example 4d. Crystallisation from cyclohexane gave the title compound as colourless needles (1.9 g, 72%), m.p. 117°-8° C. [Found, C: 55.66, H: 7.16, N: 12.45. C15H23N3O3S requires C: 55.36, H: 7.12, N: 12.91%]. νmax (KBr) 3428, 2926, 1718, 1610, 1541 cm-1 : δH (CDCl3) 1.35 (3H, t) 1.4-2.0 (14H, m), 4.36 (3H, q+m) 5.65 (2H, br s, exch D2O), 6.66 (1H, s).